Dataset: the Open Reaction Database (ORD), a public repository of structured organic reaction records. Task: describe an organic reaction: reactants, conditions, products, and yield The reactants are CCOC(=O)c1nc([N+](=O)[O-])cn1C, Cn1cc(NC(=O)OCCS(=O)(=O)c2ccc(C(F)(F)F)cc2)nc1C(=O)O, CCN(C(C)C)C(C)C, ClCCl, CN(C)C=O, On1nnc2ccccc21. Product: CCOC(=O)c1nc(NC(=O)c2nc(NC(=O)OCCS(=O)(=O)c3ccc(C(F)(F)F)cc3)cn2C)cn1C. RXN SMILES: [CH2:1]([CH3:2])[O:3][C:4](=[O:5])[c:6]1[n:7]([CH3:14])[cH:8][c:9]([N+:11]([O-:12])=[O:13])[n:10]1.[CH3:15][n:16]1[c:17]([C:40](=[O:41])[OH:42])[n:18][c:19]([NH:21][C:22](=[O:23])[O:24][CH2:25][CH2:26][S:27](=[O:28])(=[O:29])[c:30]2[cH:31][cH:32][c:33]([C:36]([F:37])([F:38])[F:39])[cH:34][cH:35]2)[cH:20]1.[CH:53]([N:54]([CH2:55][CH3:56])[CH:57]([CH3:58])[CH3:59])([CH3:60])[CH3:61].[Cl:67][CH2:68][Cl:69].[O:62]=[CH:63][N:64]([CH3:65])[CH3:66].[OH:43][n:44]1[c:45]2[c:46]([cH:47][cH:48][cH:49][cH:50]2)[n:51][n:52]1>>[CH2:1]([CH3:2])[O:3][C:4](=[O:5])[c:6]1[n:7]([CH3:14])[cH:8][c:9]([NH:11][C:40]([c:17]2[n:16]([CH3:15])[cH:20][c:19]([NH:21][C:22](=[O:23])[O:24][CH2:25][CH2:26][S:27](=[O:28])(=[O:29])[c:30]3[cH:31][cH:32][c:33]([C:36]([F:37])([F:38])[F:39])[cH:34][cH:35]3)[n:18]2)=[O:41])[n:10]1. Starting materials: Brc1ccoc1, O=C1CCc2ccccc21, [Li]CCCC, C1CCOC1, CCCCCC, [Cl-], [NH4+]. The product is OC1(c2ccoc2)CCc2ccccc21. RXN SMILES: [Br:6][c:7]1[cH:8][o:9][cH:10][cH:11]1.[C:12]1(=[O:21])[CH2:13][CH2:14][c:15]2[cH:16][cH:17][cH:18][cH:19][c:20]21.[CH2:1]([Li:2])[CH2:3][CH2:4][CH3:5].[CH2:30]1[O:31][CH2:32][CH2:33][CH2:34]1.[CH3:24][CH2:25][CH2:26][CH2:27][CH2:28][CH3:29].[Cl-:22].[NH4+:23]>>[c:7]1([C:12]2([OH:21])[CH2:13][CH2:14][c:15]3[cH:16][cH:17][cH:18][cH:19][c:20]32)[cH:8][o:9][cH:10][cH:11]1. Starting materials: BrC=1C=C(C=NC1)C=1C=C(C=C(C1)C)NC1=NC=CC(=N1)C(F)(F)F (N-[3-(5-bromopyridin-3-yl)-5-methylphenyl]-4-(trifluoromethyl)pyrimidin-2-amine), COCCN (2-methoxyethanamine), CC1(C2=C(C(=CC=C2)P(C3=CC=CC=C3)C4=CC=CC=C4)OC5=C(C=CC=C51)P(C6=CC=CC=C6)C7=CC=CC=C7)C (Xantphos), C(=O)([O-])[O-].[Cs+].[Cs+] (Cs2CO3). Reagents/catalysts: C=1C=CC(=CC1)/C=C/C(=O)/C=C/C2=CC=CC=C2.C=1C=CC(=CC1)/C=C/C(=O)/C=C/C2=CC=CC=C2.C=1C=CC(=CC1)/C=C/C(=O)/C=C/C2=CC=CC=C2.[Pd].[Pd] (Pd2(dba)3). Solvent: O1CCOCC1 (1,4-dioxane). Run at temperature 90 celsius, time 4 hour. Yields the product COCCNC=1C=C(C=NC1)C=1C=C(C=C(C1)C)NC1=NC=CC(=N1)C(F)(F)F (N-(3-{5-[(2-methoxyethyl)amino]pyridin-3-yl}-5-methylphenyl)-4-(trifluoromethyl)pyrimidin-2-amine). As a reaction SMILES: Br[C:2]1[CH:3]=[C:4]([C:8]2[CH:9]=[C:10]([NH:15][C:16]3[N:21]=[C:20]([C:22]([F:25])([F:24])[F:23])[CH:19]=[CH:18][N:17]=3)[CH:11]=[C:12]([CH3:14])[CH:13]=2)[CH:5]=[N:6][CH:7]=1.[CH3:26][O:27][CH2:28][CH2:29][NH2:30].CC1(C)C2C(=C(P(C3C=CC=CC=3)C3C=CC=CC=3)C=CC=2)OC2C(P(C3C=CC=CC=3)C3C=CC=CC=3)=CC=CC1=2.C([O-])([O-])=O.[Cs+].[Cs+]>O1CCOCC1.C1C=CC(/C=C/C(/C=C/C2C=CC=CC=2)=O)=CC=1.C1C=CC(/C=C/C(/C=C/C2C=CC=CC=2)=O)=CC=1.C1C=CC(/C=C/C(/C=C/C2C=CC=CC=2)=O)=CC=1.[Pd].[Pd]>[CH3:26][O:27][CH2:28][CH2:29][NH:30][C:2]1[CH:3]=[C:4]([C:8]2[CH:9]=[C:10]([NH:15][C:16]3[N:21]=[C:20]([C:22]([F:25])([F:24])[F:23])[CH:19]=[CH:18][N:17]=3)[CH:11]=[C:12]([CH3:14])[CH:13]=2)[CH:5]=[N:6][CH:7]=1 |f:3.4.5,7.8.9.10.11|. Reported procedure: A mixture of N-[3-(5-bromopyridin-3-yl)-5-methylphenyl]-4-(trifluoromethyl)pyrimidin-2-amine (35.0 mg, 0.128 mmol), 2-methoxyethanamine (9.61 mg, 0.128 mmol), Pd2(dba)3 (7.83 mg, 0.0086 mmol), Xantphos (14.9 mg, 0.026 mmol), and Cs2CO3 (69.7 mg, 0.214 mmol) in 1,4-dioxane (0.855 mL, 0.1 M) was purged with argon and heated to 90° C. for 12 hours. The reaction mixture was cooled to room temperature and DMSO (1.00 mL) and Si-Thiol (23.4 mg, 1.84 mmol/g) were added to the reaction mixture. The react... Starting materials: CO, Cl, [H][H], O=C(NC1CN2CCC1CC2)c1ccc([N+](=O)[O-])cc1, O=[Pt]. Yields the product Cl, Nc1ccc(C(=O)NC2CN3CCC2CC3)cc1. As a reaction SMILES: [CH3:24][OH:25].[ClH:1].[H:22][H:23].[N:2]12[CH2:3][CH:4]([NH:10][C:11]([c:12]3[cH:13][cH:14][c:15]([N+:18]([O-:19])=[O:20])[cH:16][cH:17]3)=[O:21])[CH:5]([CH2:6][CH2:7]1)[CH2:8][CH2:9]2.[Pt:26]=[O:27]>>[ClH:1].[N:2]12[CH2:3][CH:4]([NH:10][C:11]([c:12]3[cH:13][cH:14][c:15]([NH2:18])[cH:16][cH:17]3)=[O:21])[CH:5]([CH2:6][CH2:7]1)[CH2:8][CH2:9]2.